Dataset: the Open Reaction Database (ORD), a public repository of structured organic reaction records. Task: describe an organic reaction: reactants, conditions, products, and yield Reactants: O=C(O)c1cc2c(Cl)cc(Cl)cc2[nH]1, Cl, [Cu], c1ccc2ncccc2c1. The product is Clc1cc(Cl)c2cc[nH]c2c1. Reaction SMILES: [Cl:1][c:2]1[c:3]2[cH:4][c:5]([C:12]([OH:13])=[O:14])[nH:6][c:7]2[cH:8][c:9]([Cl:11])[cH:10]1.[ClH:15].[Cu:26].[cH:16]1[cH:17][c:18]2[c:19]([n:20][cH:21][cH:22][cH:23]2)[cH:24][cH:25]1>>[Cl:1][c:2]1[c:3]2[cH:4][cH:5][nH:6][c:7]2[cH:8][c:9]([Cl:11])[cH:10]1. The reactants are OC=1C=C2C=CC(NC2=CC1)=O (6-hydroxy-carbostyril), C1(=CC=CC=C1)SCCCCBr (4-phenylmercapto-butyl bromide). Product: C1(=CC=CC=C1)SCCCCOC=1C=C2C=CC(NC2=CC1)=O (6-(4-Phenylmercapto-butoxy)-carbostyril). RXN SMILES: [OH:1][C:2]1[CH:3]=[C:4]2[C:9](=[CH:10][CH:11]=1)[NH:8][C:7](=[O:12])[CH:6]=[CH:5]2.[C:13]1([S:19][CH2:20][CH2:21][CH2:22][CH2:23]Br)[CH:18]=[CH:17][CH:16]=[CH:15][CH:14]=1>>[C:13]1([S:19][CH2:20][CH2:21][CH2:22][CH2:23][O:1][C:2]2[CH:3]=[C:4]3[C:9](=[CH:10][CH:11]=2)[NH:8][C:7](=[O:12])[CH:6]=[CH:5]3)[CH:18]=[CH:17][CH:16]=[CH:15][CH:14]=1. Procedure details: Prepared analogous to Example 92 from 6-hydroxy-carbostyril and 4-phenylmercapto-butyl bromide. Starting materials: CCN=C=NCCCN(C)C, CCN(C(C)C)C(C)C, Cc1cc(Cl)nc(C)c1C(=O)O, Cl, Cc1ccncc1CN(c1ccc(C(F)(F)F)nc1)C1CCN(C(C)CCN)CC1, CN(C)C=O, On1nnc2ccccc21. The product is Cc1ccncc1CN(c1ccc(C(F)(F)F)nc1)C1CCN(C(C)CCNC(=O)c2c(C)cc(Cl)nc2C)CC1. Reaction SMILES: [CH3:31][CH2:32][N:33]=[C:34]=[N:35][CH2:36][CH2:37][CH2:38][N:39]([CH3:40])[CH3:41].[CH:65]([N:66]([CH2:67][CH3:68])[CH:69]([CH3:70])[CH3:71])([CH3:72])[CH3:73].[Cl:53][c:54]1[n:55][c:56]([CH3:64])[c:57]([C:58](=[O:59])[OH:60])[c:61]([CH3:63])[cH:62]1.[ClH:52].[NH2:1][CH2:2][CH2:3][CH:4]([CH3:5])[N:6]1[CH2:7][CH2:8][CH:9]([N:12]([c:13]2[cH:14][n:15][c:16]([C:19]([F:20])([F:21])[F:22])[cH:17][cH:18]2)[CH2:23][c:24]2[cH:25][n:26][cH:27][cH:28][c:29]2[CH3:30])[CH2:10][CH2:11]1.[O:74]=[CH:75][N:76]([CH3:77])[CH3:78].[OH:42][n:43]1[c:44]2[c:45]([cH:46][cH:47][cH:48][cH:49]2)[n:50][n:51]1>>[NH:1]([CH2:2][CH2:3][CH:4]([CH3:5])[N:6]1[CH2:7][CH2:8][CH:9]([N:12]([c:13]2[cH:14][n:15][c:16]([C:19]([F:20])([F:21])[F:22])[cH:17][cH:18]2)[CH2:23][c:24]2[cH:25][n:26][cH:27][cH:28][c:29]2[CH3:30])[CH2:10][CH2:11]1)[C:58]([c:57]1[c:56]([CH3:64])[n:55][c:54]([Cl:53])[cH:62][c:61]1[CH3:63])=[O:59]. Starting materials: C[C@H]1CN(CCN1)C(=O)OC(C)(C)C (tert-butyl (3S)-3-methylpiperazinecarboxylate), CC=1SC2=C(N1)C=CC(=C2)OCC2OC2 (2-methyl-6-(oxiran-2-ylmethoxy)benzothiazole), ( C ). The solvent is C(C)O (ethanol). Product: O[C@@H](CN1[C@H](CN(CC1)C(=O)OC(C)(C)C)C)COC1=CC2=C(N=C(S2)C)C=C1 (tert-butyl (3S)-4-[(2S)-2-hydroxy-3-(2-methylbenzothiazol-6-yloxy)propyl]-3-methylpiperazinecarboxylate). Reaction SMILES: [CH3:1][C@@H:2]1[NH:7][CH2:6][CH2:5][N:4]([C:8]([O:10][C:11]([CH3:14])([CH3:13])[CH3:12])=[O:9])[CH2:3]1.[CH3:15][C:16]1[S:17][C:18]2[CH:24]=[C:23]([O:25][CH2:26][CH:27]3[CH2:29][O:28]3)[CH:22]=[CH:21][C:19]=2[N:20]=1>C(O)C>[OH:28][C@H:27]([CH2:26][O:25][C:23]1[CH:22]=[CH:21][C:19]2[N:20]=[C:16]([CH3:15])[S:17][C:18]=2[CH:24]=1)[CH2:29][N:7]1[CH2:6][CH2:5][N:4]([C:8]([O:10][C:11]([CH3:13])([CH3:12])[CH3:14])=[O:9])[CH2:3][C@@H:2]1[CH3:1]. Reported procedure: The compound of formula (B) was reacted with 2-methyl-6-(oxiran-2-ylmethoxy)benzothiazole (3 g, 7.3 mmol), a compound of formula (C), in ethanol. The reaction was refluxed for about 24 hours. When the reaction was substantially complete, the solvent was removed under reduced pressure, followed by preparative thin layer chromatography to render tert-butyl (3S)-4-[(2S)-2-hydroxy-3-(2-methylbenzothiazol-6-yloxy)propyl]-3-methylpiperazinecarboxylate, a compound of formula (D). Reactants: [Li]CCCC, CC(C)(O)C1C(=O)N2C1CCOC2(C)C, CN(C)P(=O)(N(C)C)N(C)C, COS(=O)(=O)OC, CC(=O)O, C1CCOC1. Yields the product COC(C)(C)C1C(=O)N2C1CCOC2(C)C. RXN SMILES: [CH2:16]([Li:17])[CH2:18][CH2:19][CH3:20].[CH3:1][C:2]1([CH3:15])[N:3]2[C:4](=[O:14])[CH:5]([C:10]([CH3:11])([CH3:12])[OH:13])[CH:6]2[CH2:7][CH2:8][O:9]1.[CH3:21][N:22]([CH3:23])[P:24](=[O:25])([N:26]([CH3:27])[CH3:28])[N:29]([CH3:30])[CH3:31].[CH3:32][O:33][S:34]([O:35][CH3:36])(=[O:37])=[O:38].[CH3:44][C:45](=[O:46])[OH:47].[O:39]1[CH2:40][CH2:41][CH2:42][CH2:43]1>>[CH3:1][C:2]1([CH3:15])[N:3]2[C:4](=[O:14])[CH:5]([C:10]([CH3:11])([CH3:12])[O:13][CH3:16])[CH:6]2[CH2:7][CH2:8][O:9]1. Starting materials: O=Cc1ccc(Br)cc1, CC(=O)O[BH-](OC(C)=O)OC(C)=O, CCOC(C)=O, [Na+], C1CCOC1, O=S1(=O)CCNCC1. The product is O=S1(=O)CCN(Cc2ccc(Br)cc2)CC1. RXN SMILES: [Br:1][c:2]1[cH:3][cH:4][c:5]([CH:6]=[O:7])[cH:8][cH:9]1.[C:23]([O:24][BH-:25]([O:26][C:27](=[O:28])[CH3:29])[O:30][C:31](=[O:32])[CH3:33])(=[O:34])[CH3:35].[CH3:37][CH2:38][O:39][C:40](=[O:41])[CH3:42].[Na+:36].[O:10]1[CH2:11][CH2:12][CH2:13][CH2:14]1.[S:15]1(=[O:21])(=[O:22])[CH2:16][CH2:17][NH:18][CH2:19][CH2:20]1>>[Br:1][c:2]1[cH:3][cH:4][c:5]([CH2:6][N:18]2[CH2:17][CH2:16][S:15](=[O:21])(=[O:22])[CH2:20][CH2:19]2)[cH:8][cH:9]1. Reactants: CCOC(C)=O, O=[N+]([O-])c1ccc(F)cc1, [Na+], [Na+], O=C([O-])[O-], CN(C)C=O, c1ccc(-c2nnc(-c3ncc[nH]3)s2)cc1. Yields the product O=[N+]([O-])c1ccc(-n2ccnc2-c2nnc(-c3ccccc3)s2)cc1. Reaction SMILES: [CH3:38][CH2:39][O:40][C:41](=[O:42])[CH3:43].[F:17][c:18]1[cH:19][cH:20][c:21]([N+:24](=[O:25])[O-:26])[cH:22][cH:23]1.[Na+:27].[Na+:28].[O-:29][C:30](=[O:31])[O-:32].[O:33]=[CH:34][N:35]([CH3:36])[CH3:37].[c:1]1(-[c:7]2[s:8][c:9](-[c:12]3[nH:13][cH:14][cH:15][n:16]3)[n:10][n:11]2)[cH:2][cH:3][cH:4][cH:5][cH:6]1>>[c:1]1(-[c:7]2[s:8][c:9](-[c:12]3[n:13](-[c:18]4[cH:19][cH:20][c:21]([N+:24](=[O:25])[O-:26])[cH:22][cH:23]4)[cH:14][cH:15][n:16]3)[n:10][n:11]2)[cH:2][cH:3][cH:4][cH:5][cH:6]1.